This data is from the Open Reaction Database (ORD), a public repository of structured organic reaction records. The task is: describe an organic reaction: reactants, conditions, products, and yield Reactants: CS(=O)(=O)C1=CC=C(C=C1)C=1C=CC=2N(C1)N=C(N2)N (6-(4-methanesulfonyl-phenyl)-[1,2,4]triazolo[1,5-a]pyridin-2-ylamine), BrC1=CC=C(C=C1)N1CCOCC1 (4-(4-bromo-phenyl)-morpholine), C1(CCCCC1)P(C1=C(C=CC=C1)C1=C(C=CC=C1)P(C1CCCCC1)C1CCCCC1)C1CCCCC1 (2,2′-bis-dicyclohexylphosphanyl-biphenyl). Yields the product N1(CCOCC1)C1=CC=C(C=C1)N ((4-morpholin-4-yl-phenyl)-amine), solid. Yield: 14.0%. RXN SMILES: CS(C1C=CC(C2C=CC3[N:15](N=C(N)N=3)C=2)=CC=1)(=O)=O.Br[C:22]1[CH:27]=[CH:26][C:25]([N:28]2[CH2:33][CH2:32][O:31][CH2:30][CH2:29]2)=[CH:24][CH:23]=1.C1(P(C2CCCCC2)C2C=CC=CC=2C2C=CC=CC=2P(C2CCCCC2)C2CCCCC2)CCCCC1>>[N:28]1([C:25]2[CH:26]=[CH:27][C:22]([NH2:15])=[CH:23][CH:24]=2)[CH2:33][CH2:32][O:31][CH2:30][CH2:29]1. Procedure details: 6-(4-Methanesulfonyl-phenyl)-[1,2,4]triazolo[1,5-a]pyridin-2-yl]-(4-morpholin-4-yl-phenyl)-amine was prepared from 6-(4-methanesulfonyl-phenyl)-[1,2,4]triazolo[1,5-a]pyridin-2-ylamine (50.0 mg, 0.173 mmol) and 4-(4-bromo-phenyl)-morpholine (51.0 mg, 0.211 mmol) with 2,2′-bis-dicyclohexylphosphanyl-biphenyl (20.0 mg, 0.0366 mmol) as the ligand in a manner analogous to Step 2d. The title compound was isolated as a yellow solid (0.011 g, 14%). MP=>300° C. 1H NMR (400 MHz, (D3C)2SO, δ, ppm): 9.41 (s... Reactants: CO, COC(=O)C(F)(c1nc(OC)cc(OC)n1)C(C)C, [Na+], [OH-]. Product: COc1cc(OC)nc(C(F)(C(=O)O)C(C)C)n1. Reaction SMILES: [CH3:22][OH:23].[F:1][C:2]([C:3](=[O:4])[O:5][CH3:6])([CH:7]([CH3:8])[CH3:9])[c:10]1[n:11][c:12]([O:18][CH3:19])[cH:13][c:14]([O:16][CH3:17])[n:15]1.[Na+:21].[OH-:20]>>[F:1][C:2]([C:3](=[O:4])[OH:5])([CH:7]([CH3:8])[CH3:9])[c:10]1[n:11][c:12]([O:18][CH3:19])[cH:13][c:14]([O:16][CH3:17])[n:15]1. Starting materials: O=C1CCC(=O)N1Br, O=C(OOC(=O)c1ccccc1)c1ccccc1, ClC(Cl)(Cl)Cl, CC=CC(C)(C)C(C)C(=O)OCC. The product is CCOC(=O)C(C)C(C)(C)C=CCBr. Reaction SMILES: [Br:14][N:15]1[C:16](=[O:17])[CH2:18][CH2:19][C:20]1=[O:21].[C:22]([O:23][O:24][C:25](=[O:26])[c:27]1[cH:28][cH:29][cH:30][cH:31][cH:32]1)(=[O:33])[c:34]1[cH:35][cH:36][cH:37][cH:38][cH:39]1.[C:40]([Cl:41])([Cl:42])([Cl:43])[Cl:44].[CH3:1][CH:2]([C:3](=[O:4])[O:5][CH2:6][CH3:7])[C:8]([CH:9]=[CH:10][CH3:11])([CH3:12])[CH3:13]>>[CH3:1][CH:2]([C:3](=[O:4])[O:5][CH2:6][CH3:7])[C:8]([CH:9]=[CH:10][CH2:11][Br:14])([CH3:12])[CH3:13]. Product: [I-].C(=O)NC1=C(C=CC=C1)CC(C)C1=[N+](C=CC=C1)C (2-[2-(2-Formamidophenyl)-1-methylethyl]-1-methylpyridinium iodide). Procedure: Reaction of 2-[2-(2-formamidophenyl)-1-methylethyl]pyridine (24 g., 0.1 mole) with methyl iodide (28.4 g., 0.2 mole) according to the procedure of Example 2(c), affords 29.5 g. (77%) of 2-[2-(2-formamidophenyl-1-methylethyl]-1-methylpyridinium iodide, m.p. 184° - 188° C. Starting materials: [I-].C(=O)NC1=C(C=CC=C1)C(C)(C)C1=[N+](C=CC=C1)C (2-(2-formamidophenyl-1-methylethyl]-1-methylpyridinium iodide), C(=O)NC1=C(C=CC=C1)CC(C)C1=NC=CC=C1 (2-[2-(2-formamidophenyl)-1-methylethyl]pyridine), CI (methyl iodide), 2-[. RXN SMILES: [CH:1]([NH:3][C:4]1[CH:9]=[CH:8][CH:7]=[CH:6][C:5]=1[CH2:10][CH:11]([C:13]1[CH:18]=[CH:17][CH:16]=[CH:15][N:14]=1)[CH3:12])=[O:2].C[I:20].[I-].[CH:22](NC1C=CC=CC=1C(C1C=CC=C[N+]=1C)(C)C)=O>>[I-:20].[CH:1]([NH:3][C:4]1[CH:9]=[CH:8][CH:7]=[CH:6][C:5]=1[CH2:10][CH:11]([C:13]1[CH:18]=[CH:17][CH:16]=[CH:15][N+:14]=1[CH3:22])[CH3:12])=[O:2] |f:2.3,4.5|. Reactants: [Br-], CCCC[N+](CCCC)(CCCC)CCCC, CC(=O)[O-], CC#N, COC(CBr)OC, [Na+], O. The product is COC(COC(C)=O)OC. As a reaction SMILES: [Br-:14].[CH2:15]([N+:16]([CH2:17][CH2:18][CH2:19][CH3:20])([CH2:21][CH2:22][CH2:23][CH3:24])[CH2:25][CH2:26][CH2:27][CH3:28])[CH2:29][CH2:30][CH3:31].[CH3:2][C:3]([O-:4])=[O:5].[CH3:32][C:33]#[N:34].[CH3:6][O:7][CH:8]([CH2:9][Br:10])[O:11][CH3:12].[Na+:1].[OH2:13]>>[CH3:2][C:3]([O:4][CH2:9][CH:8]([O:7][CH3:6])[O:11][CH3:12])=[O:5]. Reactants: COC1=C(C(=O)Cl)C=CC(=C1)OC (2,4-dimethoxybenzoyl chloride), C(C)(C)NC(C)C (diisopropylamine). Reaction conditions: time 1 hour. Run in ClCCl (dichloromethane). The product is COC1=C(C(=O)N(C(C)C)C(C)C)C=CC(=C1)OC (2,4-dimethoxy-N,N-bis(1-methylethyl)benzamide). Procedure details: A stirred solution of 2,4-dimethoxybenzoyl chloride (10.0 g, 50 mmol) in 10 mL of dichloromethane at 0° C. is treated with 30 mL of diisopropylamine. This solution is stirred at room temperature for 1 hour and the resulting solution is partitioned between ethyl acetate and water. The organic layer is washed with 1N hydrochloride solution, 1N sodium hydroxide solution, water and brine, dried over sodium sulfate and concentrated in vacuo to give 2,4-dimethoxy-N,N-bis(1-methylethyl)benzamide. Reaction SMILES: [CH3:1][O:2][C:3]1[CH:11]=[C:10]([O:12][CH3:13])[CH:9]=[CH:8][C:4]=1[C:5](Cl)=[O:6].[CH:14]([NH:17][CH:18]([CH3:20])[CH3:19])([CH3:16])[CH3:15]>ClCCl>[CH3:1][O:2][C:3]1[CH:11]=[C:10]([O:12][CH3:13])[CH:9]=[CH:8][C:4]=1[C:5]([N:17]([CH:18]([CH3:20])[CH3:19])[CH:14]([CH3:16])[CH3:15])=[O:6].